Dataset: the Open Reaction Database (ORD), a public repository of structured organic reaction records. Task: describe an organic reaction: reactants, conditions, products, and yield Reported procedure: 0.5 g of 6-acetylpyrrolo[1,2-a]pyrazine prepared in Preparation Example 15 was dissolved in 5 ml of chloroform; and 0.5 g of N-chlorosuccinimide was added threrto. The reaction mixture was refluxed for 2 hours and then concentrated. The residue was chromatographed over silica gel to yield 0.5 g of title compound. Run in C(Cl)(Cl)Cl (chloroform). Reactants: C(C)(=O)C1=CC=C2N1C=CN=C2 (6-acetylpyrrolo[1,2-a]pyrazine), ClN1C(CCC1=O)=O (N-chlorosuccinimide). Product: C(C)(=O)C1=CC(=C2N1C=CN=C2)Cl (6-acetyl-8-chloropyrrolo[1,2-a]pyrazine). The yield is 82.3%. As a reaction SMILES: [C:1]([C:4]1[N:8]2[CH:9]=[CH:10][N:11]=[CH:12][C:7]2=[CH:6][CH:5]=1)(=[O:3])[CH3:2].[Cl:13]N1C(=O)CCC1=O>C(Cl)(Cl)Cl>[C:1]([C:4]1[N:8]2[CH:9]=[CH:10][N:11]=[CH:12][C:7]2=[C:6]([Cl:13])[CH:5]=1)(=[O:3])[CH3:2]. The reactants are [Br-], [Br-], [Br-], [Br-], [Br-], [Br-], CC(=O)c1cc2c(c(C(C)(C)C)c1)OCCN2C, CCCC[N+](CCCC)(CCCC)CCCC, CCCC[N+](CCCC)(CCCC)CCCC, CCCC[N+](CCCC)(CCCC)CCCC, CCCC[NH3+], CCCC[NH3+], CCCC[NH3+], CC(=O)O. The product is CN1CCOc2c1cc(C(=O)CBr)cc2C(C)(C)C. RXN SMILES: [Br-:19].[Br-:20].[Br-:21].[Br-:73].[Br-:74].[Br-:75].[C:1]([CH3:2])([CH3:3])([CH3:4])[c:5]1[cH:6][c:7]([C:16]([CH3:17])=[O:18])[cH:8][c:9]2[c:14]1[O:13][CH2:12][CH2:11][N:10]2[CH3:15].[CH2:22]([N+:23]([CH2:24][CH2:25][CH2:26][CH3:27])([CH2:28][CH2:29][CH2:30][CH3:31])[CH2:32][CH2:33][CH2:34][CH3:35])[CH2:36][CH2:37][CH3:38].[CH2:39]([N+:40]([CH2:41][CH2:42][CH2:43][CH3:44])([CH2:45][CH2:46][CH2:47][CH3:48])[CH2:49][CH2:50][CH2:51][CH3:52])[CH2:53][CH2:54][CH3:55].[CH2:56]([N+:57]([CH2:58][CH2:59][CH2:60][CH3:61])([CH2:62][CH2:63][CH2:64][CH3:65])[CH2:66][CH2:67][CH2:68][CH3:69])[CH2:70][CH2:71][CH3:72].[CH2:76]([NH3+:77])[CH2:78][CH2:79][CH3:80].[CH2:81]([NH3+:82])[CH2:83][CH2:84][CH3:85].[CH2:86]([NH3+:87])[CH2:88][CH2:89][CH3:90].[CH3:91][C:92](=[O:93])[OH:94]>>[C:1]([CH3:2])([CH3:3])([CH3:4])[c:5]1[cH:6][c:7]([C:16]([CH2:17][Br:19])=[O:18])[cH:8][c:9]2[c:14]1[O:13][CH2:12][CH2:11][N:10]2[CH3:15]. Reactants: CC(O)c1ccc2c(n1)N1C(C)CN(C(=O)OC(C)(C)C)CC1C2, CI, CN(C)C=O, [Cl-], [H-], [NH4+], [Na+]. Product: COC(C)c1ccc2c(n1)N1C(C)CN(C(=O)OC(C)(C)C)CC1C2. As a reaction SMILES: [C:1]([CH3:2])([CH3:3])([CH3:4])[O:5][C:6](=[O:7])[N:8]1[CH2:9][CH:10]2[CH2:11][c:12]3[cH:13][cH:14][c:15]([CH:22]([CH3:23])[OH:24])[n:16][c:17]3[N:18]2[CH:19]([CH3:21])[CH2:20]1.[CH3:27][I:28].[CH3:31][N:32]([CH3:33])[CH:34]=[O:35].[Cl-:29].[H-:25].[NH4+:30].[Na+:26]>>[C:1]([CH3:2])([CH3:3])([CH3:4])[O:5][C:6](=[O:7])[N:8]1[CH2:9][CH:10]2[CH2:11][c:12]3[cH:13][cH:14][c:15]([CH:22]([CH3:23])[O:24][CH3:27])[n:16][c:17]3[N:18]2[CH:19]([CH3:21])[CH2:20]1. Starting materials: C1CCOC1, CO, CNC(=O)c1c2cc(C3CC3)c([N+](=O)[O-])cc2nn1-c1ccc(Cl)cc1, [H][H]. Yields the product CNC(=O)c1c2cc(C3CC3)c(N)cc2nn1-c1ccc(Cl)cc1. RXN SMILES: [CH2:29]1[O:30][CH2:31][CH2:32][CH2:33]1.[CH3:34][OH:35].[Cl:1][c:2]1[cH:3][cH:4][c:5](-[n:8]2[n:9][c:10]3[cH:11][c:12]([N+:24]([O-:25])=[O:26])[c:13]([CH:21]4[CH2:22][CH2:23]4)[cH:14][c:15]3[c:16]2[C:17](=[O:18])[NH:19][CH3:20])[cH:6][cH:7]1.[H:27][H:28]>>[Cl:1][c:2]1[cH:3][cH:4][c:5](-[n:8]2[n:9][c:10]3[cH:11][c:12]([NH2:24])[c:13]([CH:21]4[CH2:22][CH2:23]4)[cH:14][c:15]3[c:16]2[C:17](=[O:18])[NH:19][CH3:20])[cH:6][cH:7]1. Reactants: C([O-])([O-])=O.[Cs+].[Cs+] (cesium carbonate), OC1=C(C=CC=C1)/C=C/C(CCC1=CC=C(C(=O)OC)C=C1)CC1=CC=C(C=C1)C(=O)OC (Methyl 4-{(4E)-5-(2-hydroxyphenyl)-3-[4-(methoxycarbonyl)benzyl]pent-4-en-1-yl}benzoate), BrCCCCCl (1-bromo-4-chlorobutane). Run in C1(=CC=CC=C1)C (toluene). Reaction conditions: temperature 60 celsius, time 18 hour. The product is ClCCCCOC1=C(C=CC=C1)/C=C/C(CCC1=CC=C(C(=O)OC)C=C1)CC1=CC=C(C=C1)C(=O)OC (Methyl 4-{(4E)-5-[2-(4-chlorobutoxy)phenyl]-3-[4-(methoxycarbonyl)benzyl]pent-4-en-1-yl}benzoate). Reaction SMILES: Br[CH2:2][CH2:3][CH2:4][CH2:5][Cl:6].C(=O)([O-])[O-].[Cs+].[Cs+].[OH:13][C:14]1[CH:19]=[CH:18][CH:17]=[CH:16][C:15]=1/[CH:20]=[CH:21]/[CH:22]([CH2:35][C:36]1[CH:41]=[CH:40][C:39]([C:42]([O:44][CH3:45])=[O:43])=[CH:38][CH:37]=1)[CH2:23][CH2:24][C:25]1[CH:34]=[CH:33][C:28]([C:29]([O:31][CH3:32])=[O:30])=[CH:27][CH:26]=1>C1(C)C=CC=CC=1>[Cl:6][CH2:5][CH2:4][CH2:3][CH2:2][O:13][C:14]1[CH:19]=[CH:18][CH:17]=[CH:16][C:15]=1/[CH:20]=[CH:21]/[CH:22]([CH2:35][C:36]1[CH:37]=[CH:38][C:39]([C:42]([O:44][CH3:45])=[O:43])=[CH:40][CH:41]=1)[CH2:23][CH2:24][C:25]1[CH:34]=[CH:33][C:28]([C:29]([O:31][CH3:32])=[O:30])=[CH:27][CH:26]=1 |f:1.2.3|. Reported procedure: 1.54 g (9.0 mmol) of 1-bromo-4-chlorobutane [CAS Reg. No. 6940-78-9] and 7.33 g (22.5 mmol) of anhydrous cesium carbonate are added to a solution of 1.0 g (2.25 mmol) of methyl 4-{(4E)-5-(2-hydroxyphenyl)-3-[4-(methoxycarbonyl)benzyl]pent-4-en-1-yl}benzoate (racemate; Example 18A) in 15 ml of dry toluene, and the mixture is then stirred at 60° C. for 18 h. The mixture is then filtered, and the filtrate is evaporated to dryness. The crude product obtained is taken up in ethyl acetate and washed t... Reactants: O=C([O-])O, CI, [H-], CCOC(=O)c1cc2c([N+](=O)[O-])cccc2[nH]1, [Na+], [Na+], C1CCOC1. Yields the product CCOC(=O)c1cc2c([N+](=O)[O-])cccc2n1C. Reaction SMILES: [C:22](=[O:23])([O-:24])[OH:25].[CH3:20][I:21].[H-:18].[N+:1](=[O:2])([O-:3])[c:4]1[c:5]2[cH:6][c:7]([C:13](=[O:14])[O:15][CH2:16][CH3:17])[nH:8][c:9]2[cH:10][cH:11][cH:12]1.[Na+:19].[Na+:26].[O:27]1[CH2:28][CH2:29][CH2:30][CH2:31]1>>[N+:1](=[O:2])([O-:3])[c:4]1[c:5]2[cH:6][c:7]([C:13](=[O:14])[O:15][CH2:16][CH3:17])[n:8]([CH3:22])[c:9]2[cH:10][cH:11][cH:12]1. The reactants are C1=CC=C(C=C1)S(=O)(=O)N(F)S(=O)(=O)C2=CC=CC=C2 (N-fluorobenzenesulfonimide), O=C1N(C(C2=CC=CC=C12)=O)C1C(N(C(CC1)=O)C(=O)OC(C)(C)C)=O (1,3-dioxo-2-(1-tert.-butoxycarbonyl-2,6-dioxopiperidin-3-yl)isoindoline), CN(CCN(C)C)C (tetramethylethylene diamine), C(CCC)[Li] (n-butyl lithium). Solvent: O1CCCC1 (tetrahydrofuran). Conditions: time 30 minute. The product is O=C1N(C(C2=CC=CC=C12)=O)C1(C(NC(CC1)=O)=O)F (1,3-dioxo-2-(2,6-dioxo-3-fluoropiperidin-3-yl)isoindoline). Reaction SMILES: [O:1]=[C:2]1[C:10]2[C:5](=[CH:6][CH:7]=[CH:8][CH:9]=2)[C:4](=[O:11])[N:3]1[CH:12]1[CH2:17][CH2:16][C:15](=[O:18])[N:14](C(OC(C)(C)C)=O)[C:13]1=[O:26].CN(C)CCN(C)C.C([Li])CCC.C1C=CC(S(N(S(C2C=CC=CC=2)(=O)=O)[F:50])(=O)=O)=CC=1>O1CCCC1>[O:1]=[C:2]1[C:10]2[C:5](=[CH:6][CH:7]=[CH:8][CH:9]=2)[C:4](=[O:11])[N:3]1[C:12]1([F:50])[CH2:17][CH2:16][C:15](=[O:18])[NH:14][C:13]1=[O:26]. Procedure details: To a stirred solution of 1,3-dioxo-2-(1-tert.-butoxycarbonyl-2,6-dioxopiperidin-3-yl)isoindoline (1.0 g, 2.8 mmol) and tetramethylethylene diamine (0.5 g, 4.3 mmol) in tetrahydrofuran (10 mL) is added n-butyl lithium (1.2 mL, 3.0 mmol, 2.5 M) at -78° C. After 30 minutes, N-fluorobenzenesulfonimide (0-8 g, 3.2 mmol) is added to the mixture. The mixture is allowed to reach room temperature and the solvent then removed in vacuo. The residue is stirred with ethyl acetate (10 mL) and IN hydrochloric ...